Dataset: the Open Reaction Database (ORD), a public repository of structured organic reaction records. Task: describe an organic reaction: reactants, conditions, products, and yield RXN SMILES: C(OC([N:11]1[CH:17]([C:18]2[NH:19][C:20]([C:23]3[CH:35]=[CH:34][C:33]4[C:32]5[C:27](=[CH:28][C:29]([C:36]6[CH:62]=[CH:61][C:39]7[N:40]=[C:41]([CH:43]8[CH:48]9[CH2:49][CH:45]([CH2:46][CH2:47]9)[N:44]8[C:50](=[O:60])[CH:51]([NH:55][C:56]([O:58][CH3:59])=[O:57])[CH:52]([CH3:54])[CH3:53])[NH:42][C:38]=7[CH:37]=6)=[CH:30][CH:31]=5)[C:26]([F:64])([F:63])[C:25]=4[CH:24]=3)=[CH:21][CH:22]=2)[CH2:16][C:13]2([CH2:15][CH2:14]2)[CH2:12]1)=O)C1C=CC=CC=1>[Pd].C(O)C>[CH3:59][O:58][C:56](=[O:57])[NH:55][CH:51]([C:50]([N:44]1[CH:43]([C:41]2[NH:42][C:38]3[CH:37]=[C:36]([C:29]4[CH:30]=[CH:31][C:32]5[C:33]6[C:25](=[CH:24][C:23]([C:20]7[NH:19][C:18]([CH:17]8[CH2:16][C:13]9([CH2:14][CH2:15]9)[CH2:12][NH:11]8)=[CH:22][CH:21]=7)=[CH:35][CH:34]=6)[C:26]([F:64])([F:63])[C:27]=5[CH:28]=4)[CH:62]=[CH:61][C:39]=3[N:40]=2)[CH:48]2[CH2:49][CH:45]1[CH2:46][CH2:47]2)=[O:60])[CH:52]([CH3:54])[CH3:53]. Conditions: time 18 hour. The reactants are C(C1=CC=CC=C1)OC(=O)N1CC2(CC2)CC1C=1NC(=CC1)C1=CC=2C(C3=CC(=CC=C3C2C=C1)C1=CC2=C(N=C(N2)C2N(C3CCC2C3)C(C(C(C)C)NC(=O)OC)=O)C=C1)(F)F (6-[5-(9,9-Difluoro-7-{2-[2-(2-methoxycarbonylamino-3-methyl-butyryl)-2-aza-bicyclo[2.2.1]hept-3-yl]-3H-benzoimidazol-5-yl}-9H-fluoren-2-yl)-1H-pyrrol-2-yl]-5-aza-spiro[2.4]heptane-5-carboxylic acid benzyl ester). The reagents and catalysts are [Pd] (palladium on carbon), [Pd] (palladium on carbon). Yields the product COC(NC(C(C)C)C(=O)N1C2CCC(C1C1=NC3=C(N1)C=C(C=C3)C3=CC=1C(C4=CC(=CC=C4C1C=C3)C=3NC(=CC3)C3NCC1(CC1)C3)(F)F)C2)=O ({1-[3-(6-{7-[5-(5-Aza-spiro[2.4]hept-6-yl)-1H-pyrrol-2-yl]-9,9-difluoro-9H-fluoren-2-yl}-1H-benzoimidazol-2-yl)-2-aza-bicyclo[2.2.1]heptane-2-carbonyl]-2-methyl-propyl}-carbamic acid methyl ester). Procedure details: A mixture of 6-[5-(9,9-Difluoro-7-{2-[2-(2-methoxycarbonylamino-3-methyl-butyryl)-2-aza-bicyclo[2.2.1]hept-3-yl]-3H-benzoimidazol-5-yl}-9H-fluoren-2-yl)-1H-pyrrol-2-yl]-5-aza-spiro[2.4]heptane-5-carboxylic acid benzyl ester (127 mg) and 10% palladium on carbon, wet (29 mg) in ethanol (4 mL) was stirred under an hydrogen atmosphere for 18 h. Added more and 10% palladium on carbon, wet (50 mg) and continued reaction for 30 h. Reaction mixture was filtered through a pad of CELITE, concentrated and ... The solvent is C(C)O (ethanol). Reactants: BrC1=CC=C(C=C1)C(=O)C1CC1 ((4-bromophenyl)(cyclopropyl)methanone), C[Si](C)(C)C(F)(F)F (trimethylsilyl trifluoromethane), [F-].C(CCC)[N+](CCCC)(CCCC)CCCC (tetrabutylammonium fluoride). Solvent: O1CCCC1 (tetrahydrofuran). Reaction conditions: time 18 hour. Product: BrC1=CC=C(C=C1)C(C(F)(F)F)(O)C1CC1 (1-(4-bromophenyl)-1-cyclopropyl-2,2,2-trifluoroethanol). Isolated yield 97.4%. As a reaction SMILES: [Br:1][C:2]1[CH:7]=[CH:6][C:5]([C:8]([CH:10]2[CH2:12][CH2:11]2)=[O:9])=[CH:4][CH:3]=1.C[Si]([C:17]([F:20])([F:19])[F:18])(C)C.[F-].C([N+](CCCC)(CCCC)CCCC)CCC>O1CCCC1>[Br:1][C:2]1[CH:3]=[CH:4][C:5]([C:8]([CH:10]2[CH2:11][CH2:12]2)([OH:9])[C:17]([F:20])([F:19])[F:18])=[CH:6][CH:7]=1 |f:2.3|. Reported procedure: To a solution of (4-bromophenyl)(cyclopropyl)methanone (587 mg, 2.60 mmol) in tetrahydrofuran (5.2 mL) were added molecular sieves 4 Å (500 mg), trimethylsilyl trifluoromethane (772 μL, 5.20 mmol) and tetrabutylammonium fluoride (tetrahydrofuran solution, 1 mol/L, 3.9 mL, 3.90 mmol) at 0° C., and the mixture was stirred at room temperature for 18 hours. The solution was filtered through diatomaceous earth, and then thereto was added 1 mol/L hydrochloric acid solution (10 mL), and the mixture was... Yields the product BrC1=CC2=C(N=C(S2)N2C[C@H](CCC2)N2CCCC2)C=C1 ((S)-6-bromo-2-(3-(pyrrolidin-1-yl)piperidin-1-yl)benzo[d]thiazole). Reaction SMILES: CS(O[C@@H:6]1[CH2:11][CH2:10][CH2:9][N:8]([C:12]2[S:13][C:14]3[CH:20]=[C:19]([Br:21])[CH:18]=[CH:17][C:15]=3[N:16]=2)[CH2:7]1)(=O)=O.[NH:22]1[CH2:26][CH2:25][CH2:24][CH2:23]1>>[Br:21][C:19]1[CH:18]=[CH:17][C:15]2[N:16]=[C:12]([N:8]3[CH2:9][CH2:10][CH2:11][C@H:6]([N:22]4[CH2:26][CH2:25][CH2:24][CH2:23]4)[CH2:7]3)[S:13][C:14]=2[CH:20]=1. Starting materials: CS(=O)(=O)O[C@H]1CN(CCC1)C=1SC2=C(N1)C=CC(=C2)Br ((R)-1-(6-bromobenzo[d]thiazol-2-yl)piperidin-3-yl methanesulfonate), N1CCCC1 (pyrrolidine). Procedure: The title compound was prepared by the method of Example 34, substituting (R)-1-(6-bromobenzo[d]thiazol-2-yl)piperidin-3-yl methanesulfonate (Reference Example 12) in place of (S)-1-(6-bromobenzo[d]thiazol-2-yl)piperidin-3-yl methanesulfonate (Reference Example 10) and substituting pyrrolidine in place of azetidine to give (S)-6-bromo-2-(3-(pyrrolidin-1-yl)piperidin-1-yl)benzo[d]thiazole. 1H NMR (300 MHz, CD3OD) δ ppm 1.47-1.75 (m, 2H), 1.77-1.95 (m, 5H), 2.11-2.20 (m, 1H), 2.28-2.39 (m, 1H), 2.... Starting materials: ClC1=C(C=CC(=C1)Cl)C1=C(C=C(C(=N1)N(C(CCC)=O)C)C#N)C1=CC=C(C=C1)Cl (N-(6-(2,4-dichlorophenyl)-5-(4-chlorophenyl)-3-cyanopyridin-2-yl)-N-methylbutyramide), [H-].[Na+] (NaH). Product: NC1=C(C(N(C2=NC(=C(C=C12)C1=CC=C(C=C1)Cl)C1=C(C=C(C=C1)Cl)Cl)C)=O)CC (4-amino-6-(4-chlorophenyl)-7-(2,4-dichlorophenyl)-3-ethyl-1-methyl-1,8-naphthyridin-2(1H)-one). RXN SMILES: [Cl:1][C:2]1[CH:7]=[C:6]([Cl:8])[CH:5]=[CH:4][C:3]=1[C:9]1[N:14]=[C:13]([N:15]([CH3:21])[C:16](=[O:20])[CH2:17][CH2:18][CH3:19])[C:12]([C:22]#[N:23])=[CH:11][C:10]=1[C:24]1[CH:29]=[CH:28][C:27]([Cl:30])=[CH:26][CH:25]=1.[H-].[Na+]>>[NH2:23][C:22]1[C:12]2[C:13](=[N:14][C:9]([C:3]3[CH:4]=[CH:5][C:6]([Cl:8])=[CH:7][C:2]=3[Cl:1])=[C:10]([C:24]3[CH:25]=[CH:26][C:27]([Cl:30])=[CH:28][CH:29]=3)[CH:11]=2)[N:15]([CH3:21])[C:16](=[O:20])[C:17]=1[CH2:18][CH3:19] |f:1.2|. Procedure: Using the procedure described in EXAMPLE 40, the product of Step A was reacted with NaH to afford the title compound. HPLC/MS: 457.9 (M+I), 459.9 (M+3); Rt=4.29 min. The reactants are C1(CCCCC1)C(OC1=CC=C(C(=O)O)C=C1)C1=C(OC(=C1)C1=CC=C(C=C1)OC)C (4-{cyclohexyl[5-(4-methoxyphenyl)-2-methylfuran-3-yl]methoxy}benzoic acid), CNCCC(=O)OCC (ethyl 3-(methylamino)propanoate), Cl.C(C)N=C=NCCCN(C)C (1-ethyl-3-(3-dimethylaminopropyl)carbodiimide hydrochloride), O.OC1=CC=CC=2NN=NC21 (hydroxybenzotriazole monohydrate). Solvent: C(C)(=O)OCC (Ethyl acetate), CN(C=O)C (N,N-dimethylformamide), C(C)N(CC)CC (triethylamine). Reaction conditions: time 1 hour. The product is C1(CCCCC1)C(OC1=CC=C(C=C1)C(=O)N(CCC(=O)O)C)C1=C(OC(=C1)C1=CC=C(C=C1)OC)C (3-{[(4-{cyclohexyl[5-(4-methoxyphenyl)-2-methylfuran-3-yl]methoxy}phenyl)carbonyl](methyl)amino}propanoic acid). Yield: 97.0%. As a reaction SMILES: [CH:1]1([CH:7]([C:18]2[CH:22]=[C:21]([C:23]3[CH:28]=[CH:27][C:26]([O:29][CH3:30])=[CH:25][CH:24]=3)[O:20][C:19]=2[CH3:31])[O:8][C:9]2[CH:17]=[CH:16][C:12]([C:13](O)=[O:14])=[CH:11][CH:10]=2)[CH2:6][CH2:5][CH2:4][CH2:3][CH2:2]1.[CH3:32][NH:33][CH2:34][CH2:35][C:36]([O:38]CC)=[O:37].Cl.C(N=C=NCCCN(C)C)C.O.OC1C2N=NNC=2C=CC=1>CN(C)C=O.C(OCC)(=O)C.C(N(CC)CC)C>[CH:1]1([CH:7]([C:18]2[CH:22]=[C:21]([C:23]3[CH:28]=[CH:27][C:26]([O:29][CH3:30])=[CH:25][CH:24]=3)[O:20][C:19]=2[CH3:31])[O:8][C:9]2[CH:17]=[CH:16][C:12]([C:13]([N:33]([CH3:32])[CH2:34][CH2:35][C:36]([OH:38])=[O:37])=[O:14])=[CH:11][CH:10]=2)[CH2:6][CH2:5][CH2:4][CH2:3][CH2:2]1 |f:2.3,4.5|. Procedure details: A solution of 4-{cyclohexyl[5-(4-methoxyphenyl)-2-methylfuran-3-yl]methoxy}benzoic acid (181 mg), ethyl 3-(methylamino)propanoate (66 mg), 1-ethyl-3-(3-dimethylaminopropyl)carbodiimide hydrochloride (96 mg), hydroxybenzotriazole monohydrate (77 mg) and triethylamine (70 μL) in N,N-dimethylformamide (10 mL) was stirred at room temperature for 4 hr. Ethyl acetate was added, the mixture was washed with saturated aqueous sodium hydrogen carbonate solution and 1N hydrochloric acid, and the organic la... Starting materials: CCN(C(C)C)C(C)C, COCCl, ClCCl, COc1cccc(-c2cccc(C34CC(O)CC3CSC(NC(=O)c3ccccc3)=N4)c2)c1. Yields the product COCOC1CC2CSC(NC(=O)c3ccccc3)=NC2(c2cccc(-c3cccc(OC)c3)c2)C1. Reaction SMILES: [CH:38]([N:39]([CH:40]([CH3:41])[CH3:42])[CH2:43][CH3:44])([CH3:45])[CH3:46].[Cl:34][CH2:35][O:36][CH3:37].[Cl:47][CH2:48][Cl:49].[OH:1][CH:2]1[CH2:3][CH:4]2[C:5]([c:20]3[cH:21][c:22](-[c:26]4[cH:27][c:28]([O:32][CH3:33])[cH:29][cH:30][cH:31]4)[cH:23][cH:24][cH:25]3)([N:6]=[C:7]([NH:10][C:11]([c:12]3[cH:13][cH:14][cH:15][cH:16][cH:17]3)=[O:18])[S:8][CH2:9]2)[CH2:19]1>>[O:1]([CH:2]1[CH2:3][CH:4]2[C:5]([c:20]3[cH:21][c:22](-[c:26]4[cH:27][c:28]([O:32][CH3:33])[cH:29][cH:30][cH:31]4)[cH:23][cH:24][cH:25]3)([N:6]=[C:7]([NH:10][C:11]([c:12]3[cH:13][cH:14][cH:15][cH:16][cH:17]3)=[O:18])[S:8][CH2:9]2)[CH2:19]1)[CH2:35][O:36][CH3:37]. The reactants are N1(CCCCC1)C1=CC=C(C=CC=2C(=NC=C(C2)B2OC(C(O2)(C)C)(C)C)F)C=C1 (3-(4-(piperidin-1-yl)styryl)-2-fluoro-5-(4,4,5,5-tetramethyl-1,3,2-dioxaborolan-2-yl)pyridine), ClC1=NC(=NC=C1)NC (4-chloro-N-methylpyrimidin-2-amine), C1(=CC=CC=C1)C (toluene), C(=O)([O-])[O-].[K+].[K+] (K2CO3). The reagents and catalysts are C=1C=CC(=CC1)[P](C=2C=CC=CC2)(C=3C=CC=CC3)[Pd]([P](C=4C=CC=CC4)(C=5C=CC=CC5)C=6C=CC=CC6)([P](C=7C=CC=CC7)(C=8C=CC=CC8)C=9C=CC=CC9)[P](C=1C=CC=CC1)(C=1C=CC=CC1)C=1C=CC=CC1 (Pd(PPh3)4). The solvent is CCO (EtOH). Run at temperature 110 celsius, time 1 hour. Product: N1(CCCCC1)C1=CC=C(C=CC=2C(NC=C(C2)C2=NC(=NC=C2)NC)=O)C=C1 (3-(4-(Piperidin-1-yl)styryl)-5-(2-(methylamino)pyrimidin-4-yl)pyridin-2(1H)-one). The yield is 21.1%. As a reaction SMILES: [N:1]1([C:7]2[CH:30]=[CH:29][C:10]([CH:11]=[CH:12][C:13]3[C:14](F)=[N:15][CH:16]=[C:17](B4OC(C)(C)C(C)(C)O4)[CH:18]=3)=[CH:9][CH:8]=2)[CH2:6][CH2:5][CH2:4][CH2:3][CH2:2]1.Cl[C:32]1[CH:37]=[CH:36][N:35]=[C:34]([NH:38][CH3:39])[N:33]=1.C1(C)C=CC=CC=1.C([O-])([O-])=[O:48].[K+].[K+]>C1C=CC([P]([Pd]([P](C2C=CC=CC=2)(C2C=CC=CC=2)C2C=CC=CC=2)([P](C2C=CC=CC=2)(C2C=CC=CC=2)C2C=CC=CC=2)[P](C2C=CC=CC=2)(C2C=CC=CC=2)C2C=CC=CC=2)(C2C=CC=CC=2)C2C=CC=CC=2)=CC=1.CCO>[N:1]1([C:7]2[CH:8]=[CH:9][C:10]([CH:11]=[CH:12][C:13]3[C:14](=[O:48])[NH:15][CH:16]=[C:17]([C:32]4[CH:37]=[CH:36][N:35]=[C:34]([NH:38][CH3:39])[N:33]=4)[CH:18]=3)=[CH:29][CH:30]=2)[CH2:2][CH2:3][CH2:4][CH2:5][CH2:6]1 |f:3.4.5,^1:56,58,77,96|. Reported procedure: A 100 mL round-bottomed flask was charged with 3-(4-(piperidin-1-yl)styryl)-2-fluoro-5-(4,4,5,5-tetramethyl-1,3,2-dioxaborolan-2-yl)pyridine (199 mg, 0.49 mmol), 4-chloro-N-methylpyrimidin-2-amine (146 mg, 1.016 mmol) and Pd(PPh3)4 (59 mg, 50.9 μmol). Then toluene (20 mL), EtOH (10 mL) and 2M aq. K2CO3 (1.53 mL, 3.05 mmol) were added and the reaction mixture was immersed in an oil bath at 120° C. for 1 h. The reaction mixture was partitioned between EtOAc (30 mL) and water (50 mL) and the organi...